This data is from the Open Reaction Database (ORD), a public repository of structured organic reaction records. The task is: describe an organic reaction: reactants, conditions, products, and yield Starting materials: N(CCO)CCO (Diethanolamine), [H-].[Na+] (sodium hydride), CN(C)C=O (DMF), [H-].[Na+] (NaH), C(C1=CC=CC=C1)Br (benzyl bromide). Solvent: O (water). Reaction conditions: time 8 hour. The product is C(C1=CC=CC=C1)OCCN(CCOCC1=CC=CC=C1)CC1=CC=CC=C1 (N,N-bis(benzyloxyethyl)benzylamine). Reaction SMILES: [NH:1]([CH2:5][CH2:6][OH:7])[CH2:2][CH2:3][OH:4].CN(C=O)C.[H-].[Na+].[CH2:15](Br)[C:16]1[CH:21]=[CH:20][CH:19]=[CH:18][CH:17]=1>O>[CH2:15]([O:4][CH2:3][CH2:2][N:1]([CH2:15][C:16]1[CH:21]=[CH:20][CH:19]=[CH:18][CH:17]=1)[CH2:5][CH2:6][O:7][CH2:15][C:16]1[CH:21]=[CH:20][CH:19]=[CH:18][CH:17]=1)[C:16]1[CH:21]=[CH:20][CH:19]=[CH:18][CH:17]=1 |f:2.3|. Reported procedure: Diethanolamine (42.0 g., 0.4 mole) is stirred under nitrogen in 800 ml. of dry DMF at 0° C. and 50% NaH in mineral oil (57.6 g., 1.2 mole) is added in small portions. After the sodium hydride has reacted, benzyl bromide (205.3 g., 1.2 mole) is added dropwise. The mixture is allowed to come to room temperature while stirring overnight. The reaction mixture is poured into water and is extracted with ether. The ether solution is extracted with dilute HCl. The acid extract is basified with NaOH and ... Yields the product N1(CCC1)C1=NC=C(C(=N1)CN1C(O[C@@H]([C@@H]1C)C1=CC(=CC(=C1)Cl)Cl)=O)C=1C=C(C=CC1OC)C1=C(C=C(C=C1)C(=O)OC)C (methyl 3′-[2-(azetidin-1-yl)-4-{[(4S,5R)-5-(3,5-dichlorophenyl)-4-methyl-2-oxo-1,3-oxazolidin-3-yl]methyl}pyrimidin-5-yl]-4′-methoxy-2-methylbiphenyl-4-carboxylate). Reported procedure: To methyl 3′-[4-{[(4S,5R)-5-(3,5-dichlorophenyl)-4-methyl-2-oxo-1,3-oxazolidin-3-yl]methyl}-2-(methylsulfonyl)pyrimidin-5-yl]-4′-methoxy-2-methylbiphenyl-4-carboxylate (81 mg, 0.121 mmol) in THF (1.6 mL) was added azetidine (40.7 μL, 0.604 mmol). The reaction was subjected to microwave irradiation at 100° C. for 15 min. The reaction was concentrated, then dissolved in ethyl acetate and washed with water (2×), brine, dried (Na2SO4), filtered, concentrated. The crude reaction was purified by colum... The solvent is C1CCOC1 (THF). Isolated yield 100.0%. RXN SMILES: [Cl:1][C:2]1[CH:3]=[C:4]([C@H:9]2[O:13][C:12](=[O:14])[N:11]([CH2:15][C:16]3[C:21]([C:22]4[CH:23]=[C:24]([C:30]5[CH:35]=[CH:34][C:33]([C:36]([O:38][CH3:39])=[O:37])=[CH:32][C:31]=5[CH3:40])[CH:25]=[CH:26][C:27]=4[O:28][CH3:29])=[CH:20][N:19]=[C:18](S(C)(=O)=O)[N:17]=3)[C@H:10]2[CH3:45])[CH:5]=[C:6]([Cl:8])[CH:7]=1.[NH:46]1[CH2:49][CH2:48][CH2:47]1>C1COCC1>[N:46]1([C:18]2[N:17]=[C:16]([CH2:15][N:11]3[C@@H:10]([CH3:45])[C@@H:9]([C:4]4[CH:3]=[C:2]([Cl:1])[CH:7]=[C:6]([Cl:8])[CH:5]=4)[O:13][C:12]3=[O:14])[C:21]([C:22]3[CH:23]=[C:24]([C:30]4[CH:35]=[CH:34][C:33]([C:36]([O:38][CH3:39])=[O:37])=[CH:32][C:31]=4[CH3:40])[CH:25]=[CH:26][C:27]=3[O:28][CH3:29])=[CH:20][N:19]=2)[CH2:49][CH2:48][CH2:47]1. Starting materials: ClC=1C=C(C=C(C1)Cl)[C@@H]1[C@@H](N(C(O1)=O)CC1=NC(=NC=C1C=1C=C(C=CC1OC)C1=C(C=C(C=C1)C(=O)OC)C)S(=O)(=O)C)C (methyl 3′-[4-{[(4S,5R)-5-(3,5-dichlorophenyl)-4-methyl-2-oxo-1,3-oxazolidin-3-yl]methyl}-2-(methylsulfonyl)pyrimidin-5-yl]-4′-methoxy-2-methylbiphenyl-4-carboxylate), N1CCC1 (azetidine).